The task is: describe an organic reaction: reactants, conditions, products, and yield. This data is from the Open Reaction Database (ORD), a public repository of structured organic reaction records. Reactants: CCOC(=O)CS(C)(=O)=O, CC(=O)O, [Na+], CN(C)C=O, [OH-], BrCCc1ccccc1. Yields the product CCOC(=O)C(CCc1ccccc1)S(C)(=O)=O. RXN SMILES: [CH2:1]([CH3:2])[O:3][C:4]([CH2:5][S:6](=[O:7])(=[O:8])[CH3:9])=[O:10].[CH3:22][C:23](=[O:24])[OH:25].[Na+:12].[O:26]=[CH:27][N:28]([CH3:29])[CH3:30].[OH-:11].[c:13]1([CH2:19][CH2:20][Br:21])[cH:14][cH:15][cH:16][cH:17][cH:18]1>>[CH2:1]([CH3:2])[O:3][C:4]([CH:5]([S:6](=[O:7])(=[O:8])[CH3:9])[CH2:20][CH2:19][c:13]1[cH:14][cH:15][cH:16][cH:17][cH:18]1)=[O:10].